Dataset: the Open Reaction Database (ORD), a public repository of structured organic reaction records. Task: describe an organic reaction: reactants, conditions, products, and yield Starting materials: Br, OCC1CC1, Cc1c(Cl)nn2c(N)nnc2c1C, [H-], [Na+], CN(C)C=O. Yields the product Cc1c(OCC2CC2)nn2c(N)nnc2c1C. RXN SMILES: [BrH:8].[CH:1]1([CH2:4][OH:5])[CH2:2][CH2:3]1.[Cl:9][c:10]1[c:11]([CH3:21])[c:12]([CH3:20])[c:13]2[n:14]([n:15]1)[c:16]([NH2:19])[n:17][n:18]2.[H-:6].[Na+:7].[O:22]=[CH:23][N:24]([CH3:25])[CH3:26]>>[CH:1]1([CH2:4][O:5][c:10]2[c:11]([CH3:21])[c:12]([CH3:20])[c:13]3[n:14]([n:15]2)[c:16]([NH2:19])[n:17][n:18]3)[CH2:2][CH2:3]1. Starting materials: C(C)OC(=O)C=1C(=CC=CC1)C1=CC(=CC=C1)C (3′-Methyl-biphenyl-2-carboxylic acid ethyl ester), BrN1C(CCC1=O)=O (N-bromosuccinimide), N(=NC(C#N)(C)C)C(C#N)(C)C (2,2′-azobisisobutyronitrile), C(C)OC(=O)C=1C=C(C=CC1)C1=CC=C(C=C1)CBr (4′-bromomethyl-biphenyl-3-carboxylic acid ethyl ester). Solvent: C(Cl)(Cl)(Cl)Cl (carbon tetrachloride). The product is C(C)OC(=O)C=1C(=CC=CC1)C1=CC(=CC=C1)CBr (3′-Bromomethyl-biphenyl-2-carboxylic acid ethyl ester). Reaction SMILES: C(OC(C1C=C(C2C=CC(C[Br:19])=CC=2)C=CC=1)=O)C.[CH2:20]([O:22][C:23]([C:25]1[C:26]([C:31]2[CH:36]=[CH:35][CH:34]=[C:33]([CH3:37])[CH:32]=2)=[CH:27][CH:28]=[CH:29][CH:30]=1)=[O:24])[CH3:21].BrN1C(=O)CCC1=O.N(C(C)(C)C#N)=NC(C)(C)C#N>C(Cl)(Cl)(Cl)Cl>[CH2:20]([O:22][C:23]([C:25]1[C:26]([C:31]2[CH:36]=[CH:35][CH:34]=[C:33]([CH2:37][Br:19])[CH:32]=2)=[CH:27][CH:28]=[CH:29][CH:30]=1)=[O:24])[CH3:21]. Procedure details: 3′-Bromomethyl-biphenyl-2-carboxylic acid ethyl ester was synthesized as described for 4′-bromomethyl-biphenyl-3-carboxylic acid ethyl ester. 3′-Methyl-biphenyl-2-carboxylic acid ethyl ester (4.3 g, 17.89 mmol, 1 eq.) in carbon tetrachloride was treated with N-bromosuccinimide (3.82 g, 21.47 mmol, 1.2 eq.) and 2,2′-azobisisobutyronitrile (0.15 g, 0.89 mmol, 5 mol %). When complete, the reaction was worked up as described leaving a tan oil. Starting materials: C(C1=CC=CC=C1)N(C1(COCC1)CNC1=CC(=NC2=CC=C(C=C12)C)N1CCS(C2=C(C1)C=CC=C2)(=O)=O)CC2=CC=CC=C2 (N-{[3-(Dibenzylamino)tetrahydrofuran-3-yl]methyl}-2-(1,1-dioxido-2,3-dihydro-1,4-benzothiazepin-4(5H)-yl)-6-methylquinolin-4-amine), O1CC(C1)(CN)CN (oxetane-3,3-diyldimethanamine). The product is NCC1(COC1)CNC1=CC(=NC2=CC=CC=C12)N1CCS(C2=C(C1)C=CC=C2)(=O)=O (N-{[3-(Aminomethyl)oxetan-3-yl]methyl}-2-(1,1-dioxido-2,3-dihydro-1,4-benzothiazepin-4(5H)-yl)quinolin-4-amine). Reaction SMILES: C(N(CC1C=CC=CC=1)C1([CH2:14][NH:15][C:16]2[C:25]3[C:20](=[CH:21][CH:22]=[C:23](C)[CH:24]=3)[N:19]=[C:18]([N:27]3[CH2:33][C:32]4[CH:34]=[CH:35][CH:36]=[CH:37][C:31]=4[S:30](=[O:39])(=[O:38])[CH2:29][CH2:28]3)[CH:17]=2)CCOC1)C1C=CC=CC=1.[O:47]1[CH2:50][C:49](CN)([CH2:51][NH2:52])[CH2:48]1>>[NH2:52][CH2:51][C:49]1([CH2:14][NH:15][C:16]2[C:25]3[C:20](=[CH:21][CH:22]=[CH:23][CH:24]=3)[N:19]=[C:18]([N:27]3[CH2:33][C:32]4[CH:34]=[CH:35][CH:36]=[CH:37][C:31]=4[S:30](=[O:38])(=[O:39])[CH2:29][CH2:28]3)[CH:17]=2)[CH2:50][O:47][CH2:48]1. Reported procedure: The title compound was prepared in analogy to Example 3-1 in Scheme 5 by using 4-(4-chloroquinolin-2-yl)-2,3,4,5-tetrahydro-1,4-benzothiazepine 1,1-dioxide (prepared in analogy to 4-(4-chloro-6-methylquinolin-2-yl)-2,3,4,5-tetrahydro-1,4-benzothiazepine 1,1-dioxide in Example 2-1 by using 2,4-dichloroquinoline and 2,3,4,5-tetrahydro-1,4-benzothiazepine) and oxetane-3,3-diyldimethanamine. MS obsd. (ESI+) [(M+H)+] 439, 1H NMR (400 MHz, CD3OD) δ ppm 8.32 (d, J=2.1 Hz, 1 H), 8.11 (t, J=2.0 Hz, 1 H),... The reactants are C1CC(=O)N(C1=O)Br (NBS), C[Si](CCOCN(C1=CC(=NC=2N1N=CC2C=2C=NC1=CC=C(C=C1C2)F)NC2CCN(CC2)C(=O)OC(C)(C)C)COCC[Si](C)(C)C)(C)C (tert-butyl 4-(7-(bis((2-(trimethylsilyl)ethoxy)methyl)amino)-3-(6-fluoroquinolin-3-yl)pyrazolo[1,5-a]pyrimidin-5-ylamino)piperidine-1-carboxylate). The solvent is CC#N (CH3CN), C(Cl)Cl (CH2Cl2). Reaction conditions: time 2 hour. The product is C[Si](CCOCN(C1=C(C(=NC=2N1N=CC2C=2C=NC1=CC=C(C=C1C2)F)NC2CCN(CC2)C(=O)OC(C)(C)C)Br)COCC[Si](C)(C)C)(C)C (tert-butyl 4-(7-(bis((2-(trimethylsilyl)ethoxy)methyl)amino)-6-bromo-3-(6-fluoroquinolin-3-yl)pyrazolo[1,5-a]pyrimidin-5-ylamino)piperidine-1-carboxylate). RXN SMILES: C1C(=O)N([Br:8])C(=O)C1.[CH3:9][Si:10]([CH3:59])([CH3:58])[CH2:11][CH2:12][O:13][CH2:14][N:15]([CH2:50][O:51][CH2:52][CH2:53][Si:54]([CH3:57])([CH3:56])[CH3:55])[C:16]1[N:21]2[N:22]=[CH:23][C:24]([C:25]3[CH:26]=[N:27][C:28]4[C:33]([CH:34]=3)=[CH:32][C:31]([F:35])=[CH:30][CH:29]=4)=[C:20]2[N:19]=[C:18]([NH:36][CH:37]2[CH2:42][CH2:41][N:40]([C:43]([O:45][C:46]([CH3:49])([CH3:48])[CH3:47])=[O:44])[CH2:39][CH2:38]2)[CH:17]=1>CC#N.C(Cl)Cl>[CH3:57][Si:54]([CH3:56])([CH3:55])[CH2:53][CH2:52][O:51][CH2:50][N:15]([CH2:14][O:13][CH2:12][CH2:11][Si:10]([CH3:9])([CH3:58])[CH3:59])[C:16]1[N:21]2[N:22]=[CH:23][C:24]([C:25]3[CH:26]=[N:27][C:28]4[C:33]([CH:34]=3)=[CH:32][C:31]([F:35])=[CH:30][CH:29]=4)=[C:20]2[N:19]=[C:18]([NH:36][CH:37]2[CH2:42][CH2:41][N:40]([C:43]([O:45][C:46]([CH3:49])([CH3:48])[CH3:47])=[O:44])[CH2:39][CH2:38]2)[C:17]=1[Br:8]. Procedure: NBS (410.9 mg, 2.31 mmol) was added to a solution of tert-butyl 4-(7-(bis((2-(trimethylsilyl)ethoxy)methyl)amino)-3-(6-fluoroquinolin-3-yl)pyrazolo[1,5-a]pyrimidin-5-ylamino)piperidine-1-carboxylate (1547 mg, 2.09 mmol) in CH3CN (50 mL) and CH2Cl2 (50 mL). After stirring at room temperature for 2 h, the mixture was concentrated in vacuo. Purification by column chromatography afforded tert-butyl 4-(7-(bis((2-(trimethylsilyl)ethoxy)methyl)amino)-6-bromo-3-(6-fluoroquinolin-3-yl)pyrazolo[1,5-a]pyri... Starting materials: COC1=C(C=CC(=C1)B1OC(C(O1)(C)C)(C)C)NC(OCC1=CC=CC=C1)=O (benzyl N-[2-methoxy-4-(4,4,5,5-tetramethyl-1,3,2-dioxaborolan-2-yl)-phenyl]carbamate), IC1=NN(C2=NC=NC(=C21)N)[C@@H]2CC[C@@H](CC2)N2CCN(CC2)C (cis-3-iodo-1-[4-(4-methylpiperazino)-cyclohexyl]-1H-pyrazolo[3,4-d]pyrimidin-4-amine), tetrakis-(triphenylphosphine)palladium, C([O-])([O-])=O.[Na+].[Na+] (sodium carbonate). Run in COCCOC (ethylene glycol dimethyl ether), O (water). The product is NC1=C2C(=NC=N1)N(N=C2C2=CC(=C(C=C2)NC(OCC2=CC=CC=C2)=O)OC)[C@@H]2CC[C@@H](CC2)N2CCN(CC2)C (cis-benzyl N-{4-{4-amino-1-[4-(4-methylpiperazino)-cyclohexyl]-1H-pyrazolo[3,4-d]pyrimidin-3-yl}-2-methoxyphenyl}carbamate). Yield: 52.3%. As a reaction SMILES: [CH3:1][O:2][C:3]1[CH:8]=[C:7](B2OC(C)(C)C(C)(C)O2)[CH:6]=[CH:5][C:4]=1[NH:18][C:19](=[O:28])[O:20][CH2:21][C:22]1[CH:27]=[CH:26][CH:25]=[CH:24][CH:23]=1.I[C:30]1[C:38]2[C:33](=[N:34][CH:35]=[N:36][C:37]=2[NH2:39])[N:32]([C@H:40]2[CH2:45][CH2:44][C@@H:43]([N:46]3[CH2:51][CH2:50][N:49]([CH3:52])[CH2:48][CH2:47]3)[CH2:42][CH2:41]2)[N:31]=1.C(=O)([O-])[O-].[Na+].[Na+]>COCCOC.O>[NH2:39][C:37]1[N:36]=[CH:35][N:34]=[C:33]2[N:32]([C@H:40]3[CH2:45][CH2:44][C@@H:43]([N:46]4[CH2:47][CH2:48][N:49]([CH3:52])[CH2:50][CH2:51]4)[CH2:42][CH2:41]3)[N:31]=[C:30]([C:7]3[CH:6]=[CH:5][C:4]([NH:18][C:19](=[O:28])[O:20][CH2:21][C:22]4[CH:23]=[CH:24][CH:25]=[CH:26][CH:27]=4)=[C:3]([O:2][CH3:1])[CH:8]=3)[C:38]=12 |f:2.3.4|. Reported procedure: A mixture of benzyl N-[2-methoxy-4-(4,4,5,5-tetramethyl-1,3,2-dioxaborolan-2-yl)-phenyl]carbamate (2.00 g, 0.0052 mol), cis-3-iodo-1-[4-(4-methylpiperazino)-cyclohexyl]-1H-pyrazolo[3,4-d]pyrimidin-4-amine (1.92 g, 0.0044 mol), tetrakis-(triphenylphosphine)palladium (0.300 g, 0.00026 mol) and sodium carbonate (1.35 g, 0.0109 mol) was heated in a mixture of ethylene glycol dimethyl ether (70 mL) and water (35 mL) at 80° C. for sixteen hours under an atmosphere of nitrogen. The mixture was allowed ... The reactants are BrBr (Bromine), C(C)(C)(C)NS(=O)(=O)C1=C(C=C(C=C1)C1=C(SC=C1C)C(=O)OC)C (Methyl 3-(4-(N-(tert-butyl)sulfamoyl)-3-methylphenyl)-4-methylthiophene-2-carboxylate). The solvent is C(Cl)Cl (DCM). Reaction conditions: temperature 25 celsius, time 3 hour. The product is BrC1=C(C(=C(S1)C(=O)OC)C1=CC(=C(C=C1)S(N)(=O)=O)C)C (Methyl 5-bromo-4-methyl-3-(3-methyl-4-sulfamoylphenyl)thiophene-2-carboxylate). Yield: 85.2%. RXN SMILES: [Br:1]Br.C([NH:7][S:8]([C:11]1[CH:16]=[CH:15][C:14]([C:17]2[C:21]([CH3:22])=[CH:20][S:19][C:18]=2[C:23]([O:25][CH3:26])=[O:24])=[CH:13][C:12]=1[CH3:27])(=[O:10])=[O:9])(C)(C)C>C(Cl)Cl>[Br:1][C:20]1[S:19][C:18]([C:23]([O:25][CH3:26])=[O:24])=[C:17]([C:14]2[CH:15]=[CH:16][C:11]([S:8](=[O:10])(=[O:9])[NH2:7])=[C:12]([CH3:27])[CH:13]=2)[C:21]=1[CH3:22]. Reported procedure: Bromine (0.35 g, 0.11 ml, 2.2 mmol) was added drop wise to a stirred suspension of methyl 3-(4-(N-(tert-butyl)sulfamoyl)-3-methylphenyl)-4-methylthiophene-2-carboxylate (41a, 0.70 g, 1.83 mmol) in DCM (15 ml) at 0° C. The reaction mixture was then stirred at 25° C. for 3 hours. The progress of the reaction was monitored by TLC. The reaction mixture was then concentrated. DCM (50 ml) was added to the residue. The mixture so obtained was washed with water (2×20 ml), brine (lx 20 ml) and dried over... The reactants are NO (hydroxylamine), CC1=NC2=CC=CC=C2C(=C1)COC1=CC=C(C=C1)S(=O)(=O)NC1C(COCC1)C(=O)O (4-[4-(2-methyl-quinolin-4-ylmethoxy)-benzenesulfonylamino]-tetrahydro-pyran-3-carboxylic acid), ON1N=NC2=C1C=CC=C2 (1-hydroxybenzotriazole), Cl.C(C)N=C=N (3-ethylcarbodiimide hydrochloride). The solvent is CN(C)C=O (DMF). Reported procedure: To a solution of 4-[4-(2-methyl-quinolin-4-ylmethoxy)-benzenesulfonylamino]-tetrahydro-pyran-3-carboxylic acid (0.280 g, 0.658 mmol) and 1-hydroxybenzotriazole (HOBT, 0.177 g, 1.32 mmol) in DMF (10 mL) was added 1-(3-dimethylamino)propyl)-3-ethylcarbodiimide hydrochloride (0.253 g, 1.32 mmol) at 0° C. The reaction mixture stirred at 0° C. for 10 min, then warmed to 25° C. over 1 h. After recooling the reaction to 0° C. hydroxylamine (50% by wt in water, 0.6 mL, 6.6 mmol) was added. The reaction ... The yield is 6.4%. Reaction SMILES: [CH3:1][C:2]1[CH:11]=[C:10]([CH2:12][O:13][C:14]2[CH:19]=[CH:18][C:17]([S:20]([NH:23][CH:24]3[CH2:29][CH2:28][O:27][CH2:26][CH:25]3[C:30](O)=[O:31])(=[O:22])=[O:21])=[CH:16][CH:15]=2)[C:9]2[C:4](=[CH:5][CH:6]=[CH:7][CH:8]=2)[N:3]=1.[OH:33][N:34]1C2C=CC=CC=2N=N1.Cl.C(N=C=N)C.NO>CN(C=O)C>[OH:33][NH:34][C:30]([C@H:25]1[C@H:24]([NH:23][S:20]([C:17]2[CH:18]=[CH:19][C:14]([O:13][CH2:12][C:10]3[C:9]4[C:4](=[CH:5][CH:6]=[CH:7][CH:8]=4)[N:3]=[C:2]([CH3:1])[CH:11]=3)=[CH:15][CH:16]=2)(=[O:22])=[O:21])[CH2:29][CH2:28][O:27][CH2:26]1)=[O:31] |f:2.3|. The product is ONC(=O)[C@@H]1COCC[C@H]1NS(=O)(=O)C1=CC=C(C=C1)OCC1=CC(=NC2=CC=CC=C12)C ((3S,4R)-4-[4-(2-methyl-quinolin-4-ylmethoxy)-benzenesulfonylamino]-tetrahydro-pyran-3-carboxylic acid hydroxyamide). Reaction conditions: temperature 0 celsius, time 10 minute.